Dataset: the Open Reaction Database (ORD), a public repository of structured organic reaction records. Task: describe an organic reaction: reactants, conditions, products, and yield The reactants are ClC1=NC=CN=C1Cl (2,3-dichloropyrazine), C(C)(C)(C)OC(=O)N1CCNCC1 (piperazine-1-carboxylic acid t-butyl ester), C([O-])([O-])=O.[K+].[K+] (potassium carbonate), FC1=CC=C(C=C1)B(O)O (4-fluorophenylboronic acid), tetrakis(triphenyl-phosphine)palladium(0). Solvent: CN(C(C)=O)C (N,N-dimethylacetamide), O (water), O (water), C(C)(C)(C)OC (methyl t-butyl ether). Yields the product FC1=CC=C(C=C1)C=1C(=NC=CN1)N1CCN(CC1)C(=O)OC(C)(C)C (3-(4-fluorophenyl)-2-[4-(t-butyloxycarbonyl)piperazin-1-yl]pyrazine). RXN SMILES: Cl[C:2]1[C:7](Cl)=[N:6][CH:5]=[CH:4][N:3]=1.[C:9]([O:13][C:14]([N:16]1[CH2:21][CH2:20][NH:19][CH2:18][CH2:17]1)=[O:15])([CH3:12])([CH3:11])[CH3:10].C(=O)([O-])[O-].[K+].[K+].[F:28][C:29]1[CH:34]=[CH:33][C:32](B(O)O)=[CH:31][CH:30]=1>O.C(OC)(C)(C)C.CN(C)C(=O)C>[F:28][C:29]1[CH:34]=[CH:33][C:32]([C:2]2[C:7]([N:19]3[CH2:20][CH2:21][N:16]([C:14]([O:13][C:9]([CH3:12])([CH3:10])[CH3:11])=[O:15])[CH2:17][CH2:18]3)=[N:6][CH:5]=[CH:4][N:3]=2)=[CH:31][CH:30]=1 |f:2.3.4|. Reported procedure: Charge a reactor with 2,3-dichloropyrazine (73.6 g, 0.497 mol, 1.0 equiv), piperazine-1-carboxylic acid t-butyl ester (101.9 g, 0.547 mol, 1.1 equiv) and powdered potassium carbonate (164.8 g, 1.19 mol, 2.4 equiv). Add N,N-dimethylacetamide (1.1 L) and heat to 110° C. under nitrogen for 5 hr. Cool the reaction to room temperature, and add 4-fluorophenylboronic acid (83.4 g, 0.596 mol, 1.2 equiv), tetrakis(triphenyl-phosphine)palladium(0) (2.87 g, 2.5 mmol, 0.005 equiv) and water (442 mL). Heat t... Run in CO (methanol). Product: ClC=1C(=NC=C(C1)C(F)(F)F)C1=CC(=C(C=C1)Cl)C(=O)OC (3-Chloro-2-(4-chloro-3-methoxycarbonylphenyl)-5-trifluoromethylpyridine). As a reaction SMILES: [Cl:1][C:2]1[C:3]([C:12]2[CH:17]=[CH:16][C:15]([Cl:18])=[C:14]([CH:19]=[O:20])[CH:13]=2)=[N:4][CH:5]=[C:6]([C:8]([F:11])([F:10])[F:9])[CH:7]=1.IN1[C:26](=[O:27])CCC1=O.C(=O)([O-])[O-].[K+].[K+]>CO>[Cl:1][C:2]1[C:3]([C:12]2[CH:17]=[CH:16][C:15]([Cl:18])=[C:14]([C:19]([O:27][CH3:26])=[O:20])[CH:13]=2)=[N:4][CH:5]=[C:6]([C:8]([F:11])([F:9])[F:10])[CH:7]=1 |f:2.3.4|. Procedure: 4.8 g of 3-chloro-2-(4-chloro-3-formylphenyl)-5-trifluoromethylpyridine, 8.4 g of N-iodosuccinimide, 5.2 g of potassium carbonate and 120 ml of methanol were stirred at 23° C. for 20 hours. Most of the methanol was removed by distillation and then a solution of 7 g of Na2S2O3 pentahydrate in 200 ml of water was added, after which the mixture was extracted three times with 100 ml of tert-butyl methyl ether each time. The combined organic phases were washed with 50 ml of water, dried over sodium s... Starting materials: ClC=1C(=NC=C(C1)C(F)(F)F)C1=CC(=C(C=C1)Cl)C=O (3-chloro-2-(4-chloro-3-formylphenyl)-5-trifluoromethylpyridine), IN1C(CCC1=O)=O (N-iodosuccinimide), C([O-])([O-])=O.[K+].[K+] (potassium carbonate). Starting materials: C1(=CCC=CC1)C(=O)O (1,4-cyclohexadiene-1-carboxylic acid), C(C)O (ethanol), N,N'-carbonyldiimidazole, NC1=NC2=NC(=CC=C2C=C1)Cl (2-amino-7-chloro-1,8-naphthyridine). Run in O (water). Conditions: temperature 4 celsius. Yields the product ClC1=CC=C2C=CC(=NC2=N1)NC(=O)C1=CCC=CC1 (N-(7Chloro-1,8-naphthyridin-2-yl)-1,4-cyclohexadiene-1-carboxamide). Isolated yield 33.0%. Reaction SMILES: [C:1]1([C:7]([OH:9])=O)[CH2:6][CH:5]=[CH:4][CH2:3][CH:2]=1.[NH2:10][C:11]1[CH:20]=[CH:19][C:18]2[C:13](=[N:14][C:15]([Cl:21])=[CH:16][CH:17]=2)[N:12]=1.C(O)C>O>[Cl:21][C:15]1[N:14]=[C:13]2[C:18]([CH:19]=[CH:20][C:11]([NH:10][C:7]([C:1]3[CH2:6][CH:5]=[CH:4][CH2:3][CH:2]=3)=[O:9])=[N:12]2)=[CH:17][CH:16]=1. Reported procedure: The procedure is similar to that described in Example 1, but starting with 1,4-cyclohexadiene-1-carboxylic acid (6.2 g), N,N'-carbonyldiimidazole (8 g) and 2-amino-7-chloro-1,8-naphthyridine (8 g). The product produced by precipitation in water (11 g; m.p. 205° C.) is dissolved in boiling ethanol (250 cc). After 2 hours' cooling at 4° C., the crystallised solid is separated by filtration, washed with ethanol (3×15 cc) and dried at 40° C. under reduced pressure (0.067 kPa). N-(7Chloro-1,8-naphthy... Starting materials: ClC1=C(C(=O)C2=CC(=CC3=CC=C(C=C23)F)CC(=O)O)C=CC(=C1)S(=O)(=O)C ([4-(2-chloro-4-methanesulfonyl-benzoyl)-6-fluoro-naphthalen-2-yl]-acetic acid), [BH4-].[Na+] (sodium borohydride), [BH4-].[Na+] (sodium borohydride). The solvent is CO (methanol). Conditions: temperature 0 celsius, time 30 minute. The product is ClC1=C(C=CC(=C1)S(=O)(=O)C)C(C1=CC(=CC2=CC=C(C=C12)F)CC(=O)O)O ({4-[(2-chloro-4-methanesulfonyl-phenyl)-hydroxy-methyl]-6-fluoro-naphthalen-2-yl}-acetic acid). The yield is 54.0%. RXN SMILES: [Cl:1][C:2]1[CH:24]=[C:23]([S:25]([CH3:28])(=[O:27])=[O:26])[CH:22]=[CH:21][C:3]=1[C:4]([C:6]1[C:15]2[C:10](=[CH:11][CH:12]=[C:13]([F:16])[CH:14]=2)[CH:9]=[C:8]([CH2:17][C:18]([OH:20])=[O:19])[CH:7]=1)=[O:5].[BH4-].[Na+]>CO>[Cl:1][C:2]1[CH:24]=[C:23]([S:25]([CH3:28])(=[O:26])=[O:27])[CH:22]=[CH:21][C:3]=1[CH:4]([OH:5])[C:6]1[C:15]2[C:10](=[CH:11][CH:12]=[C:13]([F:16])[CH:14]=2)[CH:9]=[C:8]([CH2:17][C:18]([OH:20])=[O:19])[CH:7]=1 |f:1.2|. Procedure: To a solution of [4-(2-chloro-4-methanesulfonyl-benzoyl)-6-fluoro-naphthalen-2-yl]-acetic acid (example 2-8) (920 mg, 2.19 mmol) in methanol (20 mL) was added sodium borohydride (248 mg, 6.56 mmol) at 0° C. The mixture was stirred at 0° C. for 30 minutes before warming to room temperature. After 4 hours, the reaction was once again cooled to 0° C., and additional sodium borohydride (163 mg, 4.31 mmol) was added. The reaction mixture was then warmed to room temperature, and stirred at room temper...